This data is from the Open Reaction Database (ORD), a public repository of structured organic reaction records. The task is: describe an organic reaction: reactants, conditions, products, and yield Reactants: CC(=O)Oc1ccc2cc(C(=O)Cl)ccc2c1, CCCCCCC(=O)NN, C1COCCO1, O, c1ccncc1. Yields the product CCCCCCC(=O)NNC(=O)c1ccc2cc(OC(C)=O)ccc2c1. Reaction SMILES: [C:11]([CH3:12])(=[O:13])[O:14][c:15]1[cH:16][c:17]2[cH:18][cH:19][c:20]([C:25](=[O:26])[Cl:27])[cH:21][c:22]2[cH:23][cH:24]1.[C:1]([CH2:2][CH2:3][CH2:4][CH2:5][CH2:6][CH3:7])(=[O:8])[NH:9][NH2:10].[O:28]1[CH2:29][CH2:30][O:31][CH2:32][CH2:33]1.[OH2:40].[cH:34]1[cH:35][cH:36][n:37][cH:38][cH:39]1>>[C:1]([CH2:2][CH2:3][CH2:4][CH2:5][CH2:6][CH3:7])(=[O:8])[NH:9][NH:10][C:25]([c:20]1[cH:19][cH:18][c:17]2[cH:16][c:15]([O:14][C:11]([CH3:12])=[O:13])[cH:24][cH:23][c:22]2[cH:21]1)=[O:26]. Reactants: C(=O)([O-])[O-].C(=O)([O-])[O-].OO.OO.OO.[Na+].[Na+].[Na+].[Na+] (sodium percarbonate), C(C(F)(Cl)Cl)(F)(F)Cl (CFC-113), C(C(C)C)(=O)Cl (isobutyryl chloride). Reaction conditions: temperature 0 celsius, time 223 minute. Yields the product C(C(C)C)(=O)OOC(C(C)C)=O (Isobutyryl Peroxide). The yield is 39.0%. As a reaction SMILES: [C:1]([O-:4])([O-])=O.[C:5]([O-])([O-])=O.[OH:9][OH:10].OO.OO.[Na+].[Na+].[Na+].[Na+].[C:19](Cl)(=[O:23])[CH:20]([CH3:22])[CH3:21].[C:25](Cl)(F)(F)[C:26](Cl)(Cl)F>>[C:19]([O:9][O:10][C:1](=[O:4])[CH:25]([CH3:26])[CH3:5])(=[O:23])[CH:20]([CH3:22])[CH3:21] |f:0.1.2.3.4.5.6.7.8|. Procedure details: A round-bottom flask is charged with 50 ml of CFC-113 and 2.0 g of sodium percarbonate (13 mmoles or 19 mmoles of H2O2 equivalent). After chilling the contents of the flask to 0° C., 2.60 ml of isobutyryl chloride (25 mmoles) is added and the resulting slurry is stirred magnetically for 223 minutes. The reaction mixture is filtered through a pad of Drierite® on glass wool, washing through with fresh CFC-113. The filtrate, now measuring 59 ml in volume, is found to be 0.083 M in peroxide, which i... The reactants are compound 1, N[C@H]1CN(CCC1)C1=CC(N(C(N1CC1=C(C=CC(=C1)F)Br)=O)C)=O (6-[3 (R)-Amino-piperidin-1-yl]-1-(2-bromo-5-fluoro-benzyl)-3-methyl-1H-pyrimidine-2,4-dione), ClC1=C(CBr)C=C(C=C1)F (2-chloro-5-fluoro-benzyl bromide). The product is N[C@H]1CN(CCC1)C1=CC(N(C(N1CC1=C(C=CC(=C1)F)Cl)=O)C)=O (6-[3 (R)-Amino-piperidin-1-yl]-1-(2-chloro-5-fluoro-benzyl)-3-methyl-1H-pyrimidine-2,4-dione). RXN SMILES: [NH2:1][C@@H:2]1[CH2:7][CH2:6][CH2:5][N:4]([C:8]2[N:13]([CH2:14][C:15]3[CH:20]=[C:19]([F:21])[CH:18]=[CH:17][C:16]=3Br)[C:12](=[O:23])[N:11]([CH3:24])[C:10](=[O:25])[CH:9]=2)[CH2:3]1.[Cl:26]C1C=CC(F)=CC=1CBr>>[NH2:1][C@@H:2]1[CH2:7][CH2:6][CH2:5][N:4]([C:8]2[N:13]([CH2:14][C:15]3[CH:20]=[C:19]([F:21])[CH:18]=[CH:17][C:16]=3[Cl:26])[C:12](=[O:23])[N:11]([CH3:24])[C:10](=[O:25])[CH:9]=2)[CH2:3]1. Procedure: The title compound was prepared from compound 1 using the same procedures as the preparation of compound 10, except that 2-chloro-5-fluoro-benzyl bromide was used in the place of 2-bromo-5-fluoro-benzyl bromide. 1H-NMR (400 MHz, CDCl3-CD3OD 10:1): δ 7.34-7.40 (dd, J=8.5, 5.1 Hz, 1H), 6.97 (td, J=8.3, 2.9 Hz, 1H), 6.72 (dd, J=9.0, 2.9 Hz, 1H), 5.41 (s, 1H), 5.11-5.19 (ABq, J=41.7, 16.7 Hz, 2H), 3.37 (s, 1H), 3.32 (s, 3H), 3.23-3.30 (m, 1H), 2.96 (d, J=12.1 Hz, 1H), 2.81 (t, J=10.2 Hz, 1H), 2.59 (... The reactants are N(=NC(=O)OCC)C(=O)OCC (diethyl azodicarboxylate), COC1=CC=C(C=C1)S(=O)(=O)N[C@@H](COC1OCCCC1)C(=O)OC (N-(4-methoxybenzenesulfonyl)-O-(2-tetrahydropyranyl) serine, methyl ester), ClC1=CC(=C(CO)C=C1)[N+](=O)[O-] (4-chloro-2-nitrobenzyl alcohol), C1(=CC=CC=C1)P(C1=CC=CC=C1)C1=CC=CC=C1 (triphenylphosphine). Run in O1CCCC1 (tetrahydrofuran), O1CCCC1 (tetrahydrofuran). Run at time 8 hour. Yields the product O1C(CCCC1)OCC(C(=O)OC)N(CC1=C(C=C(C=C1)Cl)[N+](=O)[O-])S(=O)(=O)C1=CC=C(C=C1)OC (Methyl 3-[(2-Tetrahydropyranyl)oxy]-2-[(4-methoxybenzenesulfonyl)-(2-nitro-4-chlorobenzyl)amino]propionate). Reaction SMILES: [CH3:1][O:2][C:3]1[CH:8]=[CH:7][C:6]([S:9]([NH:12][C@H:13]([C:22]([O:24][CH3:25])=[O:23])[CH2:14][O:15][CH:16]2[CH2:21][CH2:20][CH2:19][CH2:18][O:17]2)(=[O:11])=[O:10])=[CH:5][CH:4]=1.[Cl:26][C:27]1[CH:34]=[CH:33][C:30]([CH2:31]O)=[C:29]([N+:35]([O-:37])=[O:36])[CH:28]=1.C1(P(C2C=CC=CC=2)C2C=CC=CC=2)C=CC=CC=1.N(C(OCC)=O)=NC(OCC)=O>O1CCCC1>[O:17]1[CH2:18][CH2:19][CH2:20][CH2:21][CH:16]1[O:15][CH2:14][CH:13]([N:12]([S:9]([C:6]1[CH:5]=[CH:4][C:3]([O:2][CH3:1])=[CH:8][CH:7]=1)(=[O:10])=[O:11])[CH2:31][C:30]1[CH:33]=[CH:34][C:27]([Cl:26])=[CH:28][C:29]=1[N+:35]([O-:37])=[O:36])[C:22]([O:24][CH3:25])=[O:23]. Procedure: To a mixture of 1.67 g (4.4 mmol) of (D,L) N-(4-methoxybenzenesulfonyl)-O-(2-tetrahydropyranyl) serine, methyl ester, 0.825 g (4.4 mol) of 4-chloro-2-nitrobenzyl alcohol and 1.16 g (4.4 mmol) of triphenylphosphine in 4.5 ml of tetrahydrofuran was added dropwise a solution of 0.766 g (4.4 mmol) of diethyl azodicarboxylate in 1 ml of tetrahydrofuran. The mixture was stirred at room temperature overnight and the solvent removed under vacuum. The residue was triturated with diethyl ether, filtered a... As a reaction SMILES: [C:1](#[N:2])[CH2:3][P:4](=[O:5])([O:6][CH2:7][CH3:8])[O:9][CH2:10][CH3:11].[CH2:18]([CH3:19])[n:20]1[n:21][cH:22][c:23]2[c:24]1[n:25][c:26]([CH:43]=[O:44])[c:27]([CH2:36][CH2:37][C:38](=[O:39])[O:40][CH2:41][CH3:42])[c:28]2-[c:29]1[cH:30][n:31][cH:32][c:33]([CH3:35])[cH:34]1.[CH2:45]1[O:46][CH2:47][CH2:48][CH2:49]1.[CH3:12][C:13]([CH3:14])([O-:15])[CH3:16].[K+:17].[OH2:50]>>[C:1](#[N:2])[CH:3]=[CH:43][c:26]1[n:25][c:24]2[n:20]([CH2:18][CH3:19])[n:21][cH:22][c:23]2[c:28](-[c:29]2[cH:30][n:31][cH:32][c:33]([CH3:35])[cH:34]2)[c:27]1[CH2:36][CH2:37][C:38](=[O:39])[O:40][CH2:41][CH3:42]. Yields the product CCOC(=O)CCc1c(C=CC#N)nc2c(cnn2CC)c1-c1cncc(C)c1. Starting materials: CCOP(=O)(CC#N)OCC, CCOC(=O)CCc1c(C=O)nc2c(cnn2CC)c1-c1cncc(C)c1, C1CCOC1, CC(C)(C)[O-], [K+], O. Reactants: CN(CCNC)C (N,N,N′-trimethylethylene diamine), ClC1=C2C(=NC(=N1)Cl)N(N=C2)C (4,6-dichloro-1-methyl-1H-pyrazolo[3,4-d]pyrimidine). The product is ClC1=NC(=C2C(=N1)N(N=C2)C)N(CCN(C)C)C (N-(6-chloro-1-methyl-1H-pyrazolo[3,4-d]pyrimidin-4-yl)-N,N′,N′-trimethyl-ethane-1,2-diamine). RXN SMILES: [CH3:1][N:2]([CH3:7])[CH2:3][CH2:4][NH:5][CH3:6].Cl[C:9]1[N:14]=[C:13]([Cl:15])[N:12]=[C:11]2[N:16]([CH3:19])[N:17]=[CH:18][C:10]=12>>[Cl:15][C:13]1[N:12]=[C:11]2[N:16]([CH3:19])[N:17]=[CH:18][C:10]2=[C:9]([N:5]([CH3:6])[CH2:4][CH2:3][N:2]([CH3:7])[CH3:1])[N:14]=1. Procedure details: Reaction of N,N,N′-trimethylethylene diamine with 4,6-dichloro-1-methyl-1H-pyrazolo[3,4-d]pyrimidine 5 by General Procedure B gave N-(6-chloro-1-methyl-1H-pyrazolo[3,4-d]pyrimidin-4-yl)-N,N′,N′-trimethyl-ethane-1,2-diamine. Reactants: Cl.N1[C@@H](CCCC1)C1=NOC(=N1)COC1=CC=C(CN2C(C3=CC=CC=C3C2=O)=O)C=C1 (2-[4-(3-[(2S)-2-piperidyl]-1,2,4-oxadiazol-5-ylmethoxy)benzyl]-1,3-isoindolinedione hydrochloride), N1C(=NC2=C1C=CC=C2)S(=O)(=O)Cl (1H-benzo[d]imidazole-2-sulfonyl chloride). The product is N1C(=NC2=C1C=CC=C2)S(=O)(=O)N2[C@@H](CCCC2)C2=NOC(=N2)COC2=CC=C(CN1C(C3=CC=CC=C3C1=O)=O)C=C2 (2-[4-(3-[(2S)-1-(1H-benzo[d]imidazol-2-ylsulfonyl)-2-piperidyl]-1,2,4-oxadiazol-5-ylmethoxy)benzyl]-1,3-isoindolinedione). RXN SMILES: Cl.[NH:2]1[CH2:7][CH2:6][CH2:5][CH2:4][C@H:3]1[C:8]1[N:12]=[C:11]([CH2:13][O:14][C:15]2[CH:32]=[CH:31][C:18]([CH2:19][N:20]3[C:28](=[O:29])[C:27]4[C:22](=[CH:23][CH:24]=[CH:25][CH:26]=4)[C:21]3=[O:30])=[CH:17][CH:16]=2)[O:10][N:9]=1.[NH:33]1[C:37]2[CH:38]=[CH:39][CH:40]=[CH:41][C:36]=2[N:35]=[C:34]1[S:42](Cl)(=[O:44])=[O:43]>>[NH:33]1[C:37]2[CH:38]=[CH:39][CH:40]=[CH:41][C:36]=2[N:35]=[C:34]1[S:42]([N:2]1[CH2:7][CH2:6][CH2:5][CH2:4][C@H:3]1[C:8]1[N:12]=[C:11]([CH2:13][O:14][C:15]2[CH:32]=[CH:31][C:18]([CH2:19][N:20]3[C:21](=[O:30])[C:22]4[C:27](=[CH:26][CH:25]=[CH:24][CH:23]=4)[C:28]3=[O:29])=[CH:17][CH:16]=2)[O:10][N:9]=1)(=[O:43])=[O:44] |f:0.1|. Procedure details: The title compound was prepared by a similar method to Example 1 from 2-[4-(3-[(2S)-2-piperidyl]-1,2,4-oxadiazol-5-ylmethoxy)benzyl]-1,3-isoindolinedione hydrochloride [see Preparation 15] and 1H-benzo[d]imidazole-2-sulfonyl chloride [see Preparation 8] to afford 2-[4-(3-[(2S)-1-(1H-benzo[d]imidazol-2-ylsulfonyl)-2-piperidyl]-1,2,4-oxadiazol-5-ylmethoxy)benzyl]-1,3-isoindolinedione (956 mg). Reactants: Cn1c(C(C)(C)C)c(-c2ccccc2)c2cc(O)ccc2c1=O, O=C([O-])[O-], [Cs+], [Cs+], CN(C)C=O, ICCCCc1ccccc1. The product is Cn1c(C(C)(C)C)c(-c2ccccc2)c2cc(OCCCCc3ccccc3)ccc2c1=O. RXN SMILES: [C:1]([CH3:2])([CH3:3])([CH3:4])[c:5]1[n:6]([CH3:23])[c:7](=[O:22])[c:8]2[cH:9][cH:10][c:11]([OH:21])[cH:12][c:13]2[c:14]1-[c:15]1[cH:16][cH:17][cH:18][cH:19][cH:20]1.[C:35](=[O:36])([O-:37])[O-:38].[Cs+:39].[Cs+:40].[O:41]=[CH:42][N:43]([CH3:44])[CH3:45].[c:24]1([CH2:30][CH2:31][CH2:32][CH2:33][I:34])[cH:25][cH:26][cH:27][cH:28][cH:29]1>>[C:1]([CH3:2])([CH3:3])([CH3:4])[c:5]1[n:6]([CH3:23])[c:7](=[O:22])[c:8]2[cH:9][cH:10][c:11]([O:21][CH2:33][CH2:32][CH2:31][CH2:30][c:24]3[cH:25][cH:26][cH:27][cH:28][cH:29]3)[cH:12][c:13]2[c:14]1-[c:15]1[cH:16][cH:17][cH:18][cH:19][cH:20]1.